The task is: describe an organic reaction: reactants, conditions, products, and yield. This data is from the Open Reaction Database (ORD), a public repository of structured organic reaction records. Reactants: ClC1=CC(=C(C=C1)C1=NC=CC2=CC(=CC=C12)S(=O)(=O)NC1=NC=NC=C1)OC (1-(4-CHLORO-2-METHOXYPHENYL)-N-(PYRIMIDIN-4-YL)ISOQUINOLINE-6-SULFONAMIDE), C1(CCCCC1)P(C1=C(C=CC=C1)C1=C(C=CC=C1OC)OC)C1CCCCC1 (dicyclohexyl(2′,6′-dimethoxy-[1,1′-biphenyl]-2-yl)phosphine), [I-].C(C(C)(C)C)[Zn+] (neopentylzinc(II) iodide). Reagents/catalysts: C=1C=CC(=CC1)/C=C/C(=O)/C=C/C2=CC=CC=C2.C=1C=CC(=CC1)/C=C/C(=O)/C=C/C2=CC=CC=C2.C=1C=CC(=CC1)/C=C/C(=O)/C=C/C2=CC=CC=C2.[Pd].[Pd] (Pd2(dba)3). Solvent: CO (MeOH), CO.C(Cl)Cl (MeOH DCM). Conditions: temperature 70 celsius. Product: COC1=C(C=CC(=C1)CC(C)(C)C)C1=NC=CC2=CC(=CC=C12)S(=O)(=O)NC1=NC=NC=C1 (1-(2-methoxy-4-neopentylphenyl)-N-(pyrimidin-4-yl)isoquinoline-6-sulfonamide). Isolated yield 32.5%. RXN SMILES: Cl[C:2]1[CH:7]=[CH:6][C:5]([C:8]2[C:17]3[C:12](=[CH:13][C:14]([S:18]([NH:21][C:22]4[CH:27]=[CH:26][N:25]=[CH:24][N:23]=4)(=[O:20])=[O:19])=[CH:15][CH:16]=3)[CH:11]=[CH:10][N:9]=2)=[C:4]([O:28][CH3:29])[CH:3]=1.C1(P(C2CCCCC2)C2C=CC=CC=2C2C(OC)=CC=CC=2OC)CCCCC1.[I-].[CH2:60]([Zn+])[C:61]([CH3:64])([CH3:63])[CH3:62]>CO.CO.C(Cl)Cl.C1C=CC(/C=C/C(/C=C/C2C=CC=CC=2)=O)=CC=1.C1C=CC(/C=C/C(/C=C/C2C=CC=CC=2)=O)=CC=1.C1C=CC(/C=C/C(/C=C/C2C=CC=CC=2)=O)=CC=1.[Pd].[Pd]>[CH3:29][O:28][C:4]1[CH:3]=[C:2]([CH2:60][C:61]([CH3:64])([CH3:63])[CH3:62])[CH:7]=[CH:6][C:5]=1[C:8]1[C:17]2[C:12](=[CH:13][C:14]([S:18]([NH:21][C:22]3[CH:27]=[CH:26][N:25]=[CH:24][N:23]=3)(=[O:20])=[O:19])=[CH:15][CH:16]=2)[CH:11]=[CH:10][N:9]=1 |f:2.3,5.6,7.8.9.10.11|. Reported procedure: A vial was charged with 1-(4-chloro-2-methoxyphenyl)-N-(pyrimidin-4-yl)isoquinoline-6-sulfonamide (EXAMPLE 160; 67 mg, 0.157 mmol), dicyclohexyl(2′,6′-dimethoxy-[1,1′-biphenyl]-2-yl)phosphine (6.44 mg, 0.016 mmol), and Pd2(dba)3 (7.19 mg, 7.85 mmol). The vial was flushed with Ar (g), then neopentylzinc(II) iodide (0.5 M in THF) (1570 μl, 0.785 mmol) was added. The mixture was sonicated for 30 s to give a suspension. The sealed vial was heated to 70° C. for 2 h then 90° C. overnight. The mixture ... The reactants are COC(C=C(C)C=1C=C2C(=CNC2=CC1)C1=C(C(=CC(=C1)C(C)C)C(C)C)OCC)=O (3-[3-(2-Ethoxy-3,5-diisopropyl-phenyl)-1H-indol-5-yl]-but-2-enoic acid methyl ester), [OH-].[Na+] (NaOH). Solvent: Cl (HCl), O (water), CO (methanol), O1CCOCC1 (dioxane). The product is C(C)OC1=C(C=C(C=C1C(C)C)C(C)C)C1=CNC2=CC=C(C=C12)C(=CC(=O)O)C (3-[3-(2-ethoxy-3,5-diisopropyl-phenyl)-1H-indol-5-yl]-but-2-enoic acid). Isolated yield 59.9%. As a reaction SMILES: C[O:2][C:3](=[O:31])[CH:4]=[C:5]([C:7]1[CH:8]=[C:9]2[C:13](=[CH:14][CH:15]=1)[NH:12][CH:11]=[C:10]2[C:16]1[CH:21]=[C:20]([CH:22]([CH3:24])[CH3:23])[CH:19]=[C:18]([CH:25]([CH3:27])[CH3:26])[C:17]=1[O:28][CH2:29][CH3:30])[CH3:6].[OH-].[Na+]>CO.O1CCOCC1.Cl.O>[CH2:29]([O:28][C:17]1[C:18]([CH:25]([CH3:27])[CH3:26])=[CH:19][C:20]([CH:22]([CH3:23])[CH3:24])=[CH:21][C:16]=1[C:10]1[C:9]2[C:13](=[CH:14][CH:15]=[C:7]([C:5]([CH3:6])=[CH:4][C:3]([OH:31])=[O:2])[CH:8]=2)[NH:12][CH:11]=1)[CH3:30] |f:1.2|. Reported procedure: 3-[3-(2-Ethoxy-3,5-diisopropyl-phenyl)-1H-indol-5-yl]-but-2-enoic acid methyl ester (77 mg, 0.14 mmol) was dissolved in methanol (1 mL)/dioxane (1 mL) and treated with 1N NaOH (1 mL) at 55° C. for 5 h. Diluted with 1N HCl (3 mL)/water (10 mL) and extracted with ethyl acetate (3×10 mL). The combined organic portions were washed with brine (2×10 mL), dried (MgSO4), filtered and concentrated in vacuo to provide 68 mg. The material was purified by radial chromatography using a hexane/ethyl acetate g... The reactants are FC(S(=O)(=O)OC1=CC=CC2=C(C=CC=C12)OC)(F)F (5-methoxynaphthalen-1-yl trifluoromethanesulfonate), C=1C=CC(=CC1)P(C=2C=CC=CC2)C3=CC=C4C=CC=CC4=C3C5=C6C=CC=CC6=CC=C5P(C=7C=CC=CC7)C=8C=CC=CC8 (BINAP), [O-]P(=O)([O-])[O-].[K+].[K+].[K+] (K3PO4), CB(O)O (methylboronic acid). Reagents/catalysts: CC(=O)[O-].CC(=O)[O-].[Pd+2] (Pd(OAc)2). Run in [NH4+].[Cl-] (NH4Cl), O (water), C1(=CC=CC=C1)C (toluene). Run at time 10 minute. Product: COC1=CC=CC2=C(C=CC=C12)C (1-Methoxy-5-methyl naphthalene). The yield is 88.8%. Reaction SMILES: FC(F)(F)S(O[C:7]1[C:16]2[C:11](=[C:12]([O:17][CH3:18])[CH:13]=[CH:14][CH:15]=2)[CH:10]=[CH:9][CH:8]=1)(=O)=O.[O-]P([O-])([O-])=O.[K+].[K+].[K+].[CH3:29]B(O)O.C1C=CC(P(C2C(C3C(P(C4C=CC=CC=4)C4C=CC=CC=4)=CC=C4C=3C=CC=C4)=C3C(C=CC=C3)=CC=2)C2C=CC=CC=2)=CC=1>[NH4+].[Cl-].CC([O-])=O.CC([O-])=O.[Pd+2].O.C1(C)C=CC=CC=1>[CH3:18][O:17][C:12]1[C:11]2[C:16](=[C:7]([CH3:29])[CH:8]=[CH:9][CH:10]=2)[CH:15]=[CH:14][CH:13]=1 |f:1.2.3.4,7.8,9.10.11|. Procedure: In a 500 mL 2-neck round bottom flask, toluene (300 mL) and deionized water (14 mL) were added and degassed under nitrogen for 20 minutes. Then, 5-methoxynaphthalen-1-yl trifluoromethanesulfonate (above Step-2 intermediate) (14 g, 45.75 mmol) was added to the above mixture. After stirring for 10 min at RT, K3PO4 (34 g, 160 mmol) and methylboronic acid (4.1 g, 68.6 mmol) were added followed by Pd(OAc)2 (1.03 g, 4.6 mmol) and BINAP (5.7 g, 9.15 mmol) and the reaction mixture was stirred at RT for ... The reactants are C1(CC1)C(CC(=O)O)C1=CC=C(C=C1)O (3-Cyclopropyl-3-(4-hydroxyphenyl)propanoic acid), CO (MeOH). Reagents/catalysts: S(O)(O)(=O)=O (sulfuric acid). Run in CCOC(=O)C (EtOAc). Conditions: time 8 hour. Product: C1(CC1)C(CC(=O)OC)C1=CC=C(C=C1)O (Methyl 3-cyclopropyl-3-(4-hydroxyphenyl)propanoate). Isolated yield 84.0%. As a reaction SMILES: [CH:1]1([CH:4]([C:9]2[CH:14]=[CH:13][C:12]([OH:15])=[CH:11][CH:10]=2)[CH2:5][C:6]([OH:8])=[O:7])[CH2:3][CH2:2]1.[CH3:16]O>S(=O)(=O)(O)O.CCOC(C)=O>[CH:1]1([CH:4]([C:9]2[CH:14]=[CH:13][C:12]([OH:15])=[CH:11][CH:10]=2)[CH2:5][C:6]([O:8][CH3:16])=[O:7])[CH2:3][CH2:2]1. Procedure details: To a solution of 21.3 (2.4 g, 12 mmol) in MeOH (25 mL) was added five drops of sulfuric acid. The mixture was stirred overnight at reflux, cooled to room temperature, diluted with EtOAc, washed with water and brine, dried over MgSO4, filtered, and concentrated. The crude product was chromatographed on silica gel (0-25% EtOAc/hexane) to afford 21.4 (2.2 g, 84%) as a colorless oil. The reactants are C(C)(=O)NCCO[C@H]([C@H]1CN(CCC1)C(=O)OC(C)(C)C)C1=C(C(=CC=C1)Cl)F ((R)-tert-butyl 3-((R)-(2-acetamidoethoxy)(3-chloro-2-fluorophenyl)methyl)piperidine-1-carboxylate). Solvent: C(=O)(C(F)(F)F)O.C(Cl)Cl (TFA CH2Cl2). Product: ClC=1C(=C(C=CC1)[C@H](OCCNC(C)=O)[C@H]1CNCCC1)F (N-(2-((R)-(3-chloro-2-fluorophenyl)((R)-piperidin-3-yl)methoxy)ethyl)acetamide). The yield is 10.2%. Reaction SMILES: [C:1]([NH:4][CH2:5][CH2:6][O:7][C@@H:8]([C:22]1[CH:27]=[CH:26][CH:25]=[C:24]([Cl:28])[C:23]=1[F:29])[C@@H:9]1[CH2:14][CH2:13][CH2:12][N:11](C(OC(C)(C)C)=O)[CH2:10]1)(=[O:3])[CH3:2]>C(O)(C(F)(F)F)=O.C(Cl)Cl>[Cl:28][C:24]1[C:23]([F:29])=[C:22]([C@@H:8]([C@@H:9]2[CH2:14][CH2:13][CH2:12][NH:11][CH2:10]2)[O:7][CH2:6][CH2:5][NH:4][C:1](=[O:3])[CH3:2])[CH:27]=[CH:26][CH:25]=1 |f:1.2|. Reported procedure: (R)-tert-butyl 3-((R)-(2-acetamidoethoxy)(3-chloro-2-fluorophenyl)methyl)piperidine-1-carboxylate (95 mg, 1.88 mmol) was dissolved in 20% v/v TFA/CH2Cl2 (8 mL) at 0° C., the mixture was allowed to warm to rt for 1 h and then concentrated in vacuo to give N-(2-((R)-(3-chloro-2-fluorophenyl)((R)-piperidin-3-yl)methoxy)ethyl)acetamide (63 mg, 87%), which was used without further purification. MS (E/Z): 329 (M+) The reactants are IC=1C=C2CCC(N(C2=CC1)C)=O (6-iodo-1-methyl-1,2,3,4-tetrahydroquinolin-2-one), OC1(CC2CCC(C1)O2)C=2C=C(SC2)S (3-hydroxy-3-(2-mercaptothien-4-yl)-8-oxabicyclo[3,2,1]octane). Yields the product OC1(CC2CCC(C1)O2)C=2C=C(SC2)SC=2C=C1CCC(N(C1=CC2)C)=O (3-hydroxy-3-[2-(1-methyl-2-oxo-1,2,3,4-tetrahydroquinolin-6-ylthio)thien-4-yl]-8-oxabicyclo[3,2,1]octane). Isolated yield 28.0%. As a reaction SMILES: I[C:2]1[CH:3]=[C:4]2[C:9](=[CH:10][CH:11]=1)[N:8]([CH3:12])[C:7](=[O:13])[CH2:6][CH2:5]2.[OH:14][C:15]1([C:23]2[CH:24]=[C:25]([SH:28])[S:26][CH:27]=2)[CH2:21][CH:20]2[O:22][CH:17]([CH2:18][CH2:19]2)[CH2:16]1>>[OH:14][C:15]1([C:23]2[CH:24]=[C:25]([S:28][C:2]3[CH:3]=[C:4]4[C:9](=[CH:10][CH:11]=3)[N:8]([CH3:12])[C:7](=[O:13])[CH2:6][CH2:5]4)[S:26][CH:27]=2)[CH2:21][CH:20]2[O:22][CH:17]([CH2:18][CH2:19]2)[CH2:16]1. Procedure details: Using an analogous procedure to that described in Example 5, 6-iodo-1-methyl-1,2,3,4-tetrahydroquinolin-2-one was reacted with 3-hydroxy-3-(2-mercaptothien-4-yl)-8-oxabicyclo[3,2,1]octane to give 3-hydroxy-3-[2-(1-methyl-2-oxo-1,2,3,4-tetrahydroquinolin-6-ylthio)thien-4-yl]-8-oxabicyclo[3,2,1]octane in 28% yield. Yields the product COC1=NC=C(C(=N1)OC)C1=CC2=C(N1C(C)C)C(N(C2=O)[C@@H]2CC[C@H](CC2)O)C2=CC=C(C#N)C=C2 (4-[2-(2,4-Dimethoxy-pyrimidin-5-yl)-5-(trans-4-hydroxy-cyclohexyl)-1-isopropyl-4-oxo-1,4,5,6-tetrahydro-pyrrolo[3,4-b]pyrrol-6-yl]-benzonitrile). Reaction SMILES: Br[C:2]1[N:6]([CH:7]([CH3:9])[CH3:8])[C:5]2[CH:10]([C:21]3[CH:28]=[CH:27][C:24]([C:25]#[N:26])=[CH:23][CH:22]=3)[N:11]([C@H:14]3[CH2:19][CH2:18][C@H:17]([OH:20])[CH2:16][CH2:15]3)[C:12](=[O:13])[C:4]=2[CH:3]=1.[CH3:29][O:30][C:31]1[N:36]=[C:35]([O:37][CH3:38])[C:34](B(O)O)=[CH:33][N:32]=1.BrC1N(C(C)C)C2C(C3C=CC(Cl)=CC=3)N(C3C=C(Cl)C=CC=3C)C(=O)C=2C=1.C(C1C=CC(OC)=C(B(O)O)C=1)#N>>[CH3:29][O:30][C:31]1[N:36]=[C:35]([O:37][CH3:38])[C:34]([C:2]2[N:6]([CH:7]([CH3:9])[CH3:8])[C:5]3[CH:10]([C:21]4[CH:28]=[CH:27][C:24]([C:25]#[N:26])=[CH:23][CH:22]=4)[N:11]([C@H:14]4[CH2:19][CH2:18][C@H:17]([OH:20])[CH2:16][CH2:15]4)[C:12](=[O:13])[C:4]=3[CH:3]=2)=[CH:33][N:32]=1. Reported procedure: The title compound was prepared in analogy to the procedure described for Example 17 but 4-[2-bromo-5-(trans-4-hydroxy-cyclohexyl)-1-isopropyl-4-oxo-1,4,5,6-tetrahydro-pyrrolo[3,4-b]pyrrol-6-yl]-benzonitrile (Intermediate AV) and 2,4-dimethoxypyrimidine-5-boronic acid were used instead of 2-bromo-5-(5-chloro-2-methyl-phenyl)-6-(4-chloro-phenyl)-1-isopropyl-5,6-dihydro-1H-pyrrolo[3,4-b]pyrrol-4-one and 5-cyano-2-methoxyphenylboronic acid respectively. The title compound was obtained as a white so... Starting materials: BrC1=CC2=C(N1C(C)C)C(N(C2=O)[C@@H]2CC[C@H](CC2)O)C2=CC=C(C#N)C=C2 (4-[2-bromo-5-(trans-4-hydroxy-cyclohexyl)-1-isopropyl-4-oxo-1,4,5,6-tetrahydro-pyrrolo[3,4-b]pyrrol-6-yl]-benzonitrile), C(#N)C=1C=CC(=C(C1)B(O)O)OC (5-cyano-2-methoxyphenylboronic acid), COC1=NC=C(C(=N1)OC)B(O)O (2,4-dimethoxypyrimidine-5-boronic acid), BrC1=CC2=C(N1C(C)C)C(N(C2=O)C2=C(C=CC(=C2)Cl)C)C2=CC=C(C=C2)Cl (2-bromo-5-(5-chloro-2-methyl-phenyl)-6-(4-chloro-phenyl)-1-isopropyl-5,6-dihydro-1H-pyrrolo[3,4-b]pyrrol-4-one). Starting materials: C[O-].[Na+] (sodium methoxide), ClC1=NC2=CC(=C(C=C2N=C1Cl)Cl)Cl (2,3,6,7-tetrachloroquinoxaline), CO (methanol), CO (methanol), O (water). The product is ClC=1C=C2N=C(C(=NC2=CC1Cl)OC)OC (6,7-dichloro-2,3-dimethoxyquinoxaline). Yield: 94.0%. As a reaction SMILES: [CH3:1][O-:2].[Na+].Cl[C:5]1[C:14](Cl)=[N:13][C:12]2[C:7](=[CH:8][C:9]([Cl:17])=[C:10]([Cl:16])[CH:11]=2)[N:6]=1.[OH2:18].[CH3:19]O>>[Cl:17][C:9]1[CH:8]=[C:7]2[C:12](=[CH:11][C:10]=1[Cl:16])[N:13]=[C:14]([O:2][CH3:1])[C:5]([O:18][CH3:19])=[N:6]2 |f:0.1|. Reported procedure: A 25% w/w solution of sodium methoxide in methanol (700 ml, 5.15 mmol) was added to a suspension of 2,3,6,7-tetrachloroquinoxaline (175 g, 0.653 mol) in methanol (1.4 L) at the reflux temperature and the mixture was maintained at the reflux temperature for 4 hours. The mixture was cooled and water (2.1 L) added. The slurry was filtered, the solid was washed with water (0.35 L) and isopropanol (0.175 L) to give 6,7-dichloro-2,3-dimethoxyquinoxaline (159 g, 94%) as a beige solid, m.p. 146-148° C. Reactants: CC(=O)[O-], CC(=O)O, O=c1cc(Cl)c2cc(C(O)(C(F)(F)F)C(F)(F)F)cc3c2n1CCC3, [Na+], O, O, O. The product is O=c1ccc2cc(C(O)(C(F)(F)F)C(F)(F)F)cc3c2n1CCC3. RXN SMILES: [C:29]([O-:30])(=[O:31])[CH3:32].[CH3:34][C:35](=[O:36])[OH:37].[Cl:1][c:2]1[c:3]2[c:4]3[c:5]([cH:13][c:14]([C:16]([C:17]([F:18])([F:19])[F:20])([C:21]([F:22])([F:23])[F:24])[OH:25])[cH:15]2)[CH2:6][CH2:7][CH2:8][n:9]3[c:10](=[O:12])[cH:11]1.[Na+:33].[OH2:26].[OH2:27].[OH2:28]>>[cH:2]1[c:3]2[c:4]3[c:5]([cH:13][c:14]([C:16]([C:17]([F:18])([F:19])[F:20])([C:21]([F:22])([F:23])[F:24])[OH:25])[cH:15]2)[CH2:6][CH2:7][CH2:8][n:9]3[c:10](=[O:12])[cH:11]1. Starting materials: C=CCC(CCCCCCCCCCCCCCC)O (1-nonadecen-4-ol), CCCCCC (hexane), CN(C=O)C (dimethylformamide). Product: C(C1=CC=CC=C1)OC(CC=C)CCCCCCCCCCCCCCC (4-benzyloxy-1-nonadecene). The yield is 72.0%. RXN SMILES: [CH2:1]=[CH:2][CH2:3][CH:4]([OH:20])[CH2:5][CH2:6][CH2:7][CH2:8][CH2:9][CH2:10][CH2:11][CH2:12][CH2:13][CH2:14][CH2:15][CH2:16][CH2:17][CH2:18][CH3:19].[CH3:21][CH2:22][CH2:23][CH2:24][CH2:25][CH3:26].[CH3:27]N(C)C=O>>[CH2:27]([O:20][CH:4]([CH2:5][CH2:6][CH2:7][CH2:8][CH2:9][CH2:10][CH2:11][CH2:12][CH2:13][CH2:14][CH2:15][CH2:16][CH2:17][CH2:18][CH3:19])[CH2:3][CH:2]=[CH2:1])[C:23]1[CH:22]=[CH:21][CH:26]=[CH:25][CH:24]=1. Procedure: To a solution of 11.0 g of 1-nonadecen-4-ol in 60 ml of dimethylformamide was added hexane-washed sodium hydride (from 2.34 g of a 50% oil dispersion). The reaction mixture was heated to 50° and 4.6 ml of benzyl bromide was added. The mixture was cooled to room temperature, quenched by the addition of water, and concentrated. The concentrate was diluted with water and then extracted with diethyl ether. The combined extracts were washed with water, dried over anhydrous sodium sulfate and concentr...